From a dataset of the Open Reaction Database (ORD), a public repository of structured organic reaction records. describe an organic reaction: reactants, conditions, products, and yield The reactants are ClC=1C=C(C(=O)N2CCC(CC2)(F)COS(=O)(=O)C2=CC=C(C=C2)C)C=CC1F (toluene-4-sulfonic acid 1-(3-chloro-4-fluorobenzoyl)-4-fluoropiperidin-4-yl-methyl ester), [N-]=[N+]=[N-].[Na+] (sodium azide), [N-]=[N+]=[N-].C(CCC)[N+](CCCC)(CCCC)CCCC (tetrabutylammonium azide). Run in CS(=O)C (dimethyl sulfoxide). Run at temperature 110 celsius. Product: N(=[N+]=[N-])CC1(CCN(CC1)C(=O)C1=CC(=C(C=C1)F)Cl)F ((4-azidomethyl-4-fluoro-piperidin-1-yl)-(3-chloro-4-fluoro-phenyl)methanone). Reaction SMILES: [Cl:1][C:2]1[CH:3]=[C:4]([CH:26]=[CH:27][C:28]=1[F:29])[C:5]([N:7]1[CH2:12][CH2:11][C:10]([CH2:14]OS(C2C=CC(C)=CC=2)(=O)=O)([F:13])[CH2:9][CH2:8]1)=[O:6].[N-:30]=[N+:31]=[N-:32].[Na+].[N-]=[N+]=[N-].C([N+](CCCC)(CCCC)CCCC)CCC>CS(C)=O>[N:30]([CH2:14][C:10]1([F:13])[CH2:11][CH2:12][N:7]([C:5]([C:4]2[CH:26]=[CH:27][C:28]([F:29])=[C:2]([Cl:1])[CH:3]=2)=[O:6])[CH2:8][CH2:9]1)=[N+:31]=[N-:32] |f:1.2,3.4|. Reported procedure: 0.70 g of toluene-4-sulfonic acid 1-(3-chloro-4-fluorobenzoyl)-4-fluoropiperidin-4-yl-methyl ester (1.57 mmol), 0.308 g of sodium azide (4.70 mmol) and 0.20 g of tetrabutylammonium azide (0.70 mmol) are mixed in 3.50 ml of dimethyl sulfoxide. The mixture is heated at 110° C. under a nitrogen atmosphere for 20 hours. The reaction mixture is poured into ice-cold water and then extracted with ethyl acetate. The organic phase is washed with water and then with a saturated aqueous solution of sodium ...